The task is: describe an organic reaction: reactants, conditions, products, and yield. This data is from the Open Reaction Database (ORD), a public repository of structured organic reaction records. Reactants: NC1=C(NC2=CC(=CC=C12)Cl)C(=O)C1=NC=CC(=C1)Cl (3-amino-6-chloro-2-(4-chloropyridine-2-carbonyl)indole), C(CC)(=O)Cl (propionyl chloride). Product: ClC1=CC=C2C(=C(NC2=C1)C(=O)C1=NC=CC(=C1)Cl)NC(CC)=O (6-Chloro-2-(4-chloropyridine-2-carbonyl)-3-(propionylamino)indole). As a reaction SMILES: [NH2:1][C:2]1[C:10]2[C:5](=[CH:6][C:7]([Cl:11])=[CH:8][CH:9]=2)[NH:4][C:3]=1[C:12]([C:14]1[CH:19]=[C:18]([Cl:20])[CH:17]=[CH:16][N:15]=1)=[O:13].[C:21](Cl)(=[O:24])[CH2:22][CH3:23]>>[Cl:11][C:7]1[CH:6]=[C:5]2[C:10]([C:2]([NH:1][C:21](=[O:24])[CH2:22][CH3:23])=[C:3]([C:12]([C:14]3[CH:19]=[C:18]([Cl:20])[CH:17]=[CH:16][N:15]=3)=[O:13])[NH:4]2)=[CH:9][CH:8]=1. Procedure details: The title compound was prepared according to the procedure described in Example 19 from 3-amino-6-chloro-2-(4-chloropyridine-2-carbonyl)indole (Example 68) and propionyl chloride. m.p.: 188-190° C. (recrystallized from ethyl acetate) 1H-NMR (CDCl3) δ: 11.68 (1 H, br s), 10.88 (1 H, br s), 8.70 (1 H, d, J=5.4 Hz), 8.54 (1 H, d, J=9.1 Hz), 8.37 (1 H, d, J=2.0 Hz), 7.58 (1 H, dd, J=2.1, 5.3 Hz), 7.40 (1 H, d, J=2.0 Hz), 7.06 (1 H, dd, J=1.1, 9.1 Hz), 2.63 (2 H, q, J=7.6 Hz), 1.37 (3 H, t, J=7.6 Hz)... As a reaction SMILES: [Br:1][CH:2]1[O:3][CH:4]([CH2:8][NH2:9])[O:5][CH2:6][CH2:7]1.[CH2:33]([Cl:34])[Cl:35].[N+:10](=[O:11])([O-:12])[c:13]1[c:14]([O:15][CH:16]([C:17](=[O:18])[Cl:19])[CH3:20])[cH:21][c:22]([O:25][c:26]2[cH:27][cH:28][c:29]([F:32])[cH:30][cH:31]2)[cH:23][cH:24]1>>[Br:1][CH:2]1[O:3][CH:4]([CH2:8][NH:9][C:17]([CH:16]([O:15][c:14]2[c:13]([N+:10](=[O:11])[O-:12])[cH:24][cH:23][c:22]([O:25][c:26]3[cH:27][cH:28][c:29]([F:32])[cH:30][cH:31]3)[cH:21]2)[CH3:20])=[O:18])[O:5][CH2:6][CH2:7]1. The reactants are NCC1OCCC(Br)O1, ClCCl, CC(Oc1cc(Oc2ccc(F)cc2)ccc1[N+](=O)[O-])C(=O)Cl. Yields the product CC(Oc1cc(Oc2ccc(F)cc2)ccc1[N+](=O)[O-])C(=O)NCC1OCCC(Br)O1.